Dataset: the Open Reaction Database (ORD), a public repository of structured organic reaction records. Task: describe an organic reaction: reactants, conditions, products, and yield The reactants are FC(C(=O)O)(F)F (trifluoroacetic acid), ClC(C(=O)OC(C)(C)C)=CC1=C(C=C(C(=C1)C1=NN(C(=C1Cl)OC(F)F)C)Cl)Cl (tert-butyl 2-chloro-3-(2,4-dichloro-5-(4-chloro-5-difluoromethoxy-1-methyl-1H-pyrazol-3-yl)phenyl)-propenoate). Solvent: ClCCl (dichloromethane). The product is ClC(C(=O)O)=CC1=C(C=C(C(=C1)C1=NN(C(=C1Cl)OC(F)F)C)Cl)Cl (2-Chloro-3-(2,4-dichloro-5-(4-chloro-5-difluoromethoxy-1-methyl-1H-pyrazol-3-yl)phenyl)propenoic acid). As a reaction SMILES: FC(F)(F)C(O)=O.[Cl:8][C:9](=[CH:17][C:18]1[CH:23]=[C:22]([C:24]2[C:28]([Cl:29])=[C:27]([O:30][CH:31]([F:33])[F:32])[N:26]([CH3:34])[N:25]=2)[C:21]([Cl:35])=[CH:20][C:19]=1[Cl:36])[C:10]([O:12]C(C)(C)C)=[O:11]>ClCCl>[Cl:8][C:9](=[CH:17][C:18]1[CH:23]=[C:22]([C:24]2[C:28]([Cl:29])=[C:27]([O:30][CH:31]([F:32])[F:33])[N:26]([CH3:34])[N:25]=2)[C:21]([Cl:35])=[CH:20][C:19]=1[Cl:36])[C:10]([OH:12])=[O:11]. Procedure: 85 ml of trifluoroacetic acid were added dropwise to a solution of 34.4 g (70 mmol) of tert-butyl 2-chloro-3-(2,4-dichloro-5-(4-chloro-5-difluoromethoxy-1-methyl-1H-pyrazol-3-yl)phenyl)-propenoate in 85 ml of dichloromethane. After 3 hours the mixture was concentrated. The residue was triturated with n-hexane, then filtered off and dried. Yield: 19.9 g.